From a dataset of the Open Reaction Database (ORD), a public repository of structured organic reaction records. describe an organic reaction: reactants, conditions, products, and yield Reactants: CC1=CC=C(C=C1)CCN (2-(4-methylphenyl)ethanamine), FC(C=1C=C(C=CC1)C(=O)C=O)(F)F (3-trifluoromethylphenylglyoxal), C1(=CC=CC=C1)C(=O)C=O (phenylglyoxal). The product is CC1=CC=C(C=C1)CCNCC(C1=CC=CC=C1)O (N-(2-(4-Methylphenyl)ethyl)-2-hydroxy-2-phenylethanamine). RXN SMILES: [CH3:1][C:2]1[CH:7]=[CH:6][C:5]([CH2:8][CH2:9][NH2:10])=[CH:4][CH:3]=1.FC(F)(F)[C:13]1[CH:14]=[C:15]([C:19]([CH:21]=O)=[O:20])[CH:16]=[CH:17][CH:18]=1.C1(C(C=O)=O)C=CC=CC=1>>[CH3:1][C:2]1[CH:7]=[CH:6][C:5]([CH2:8][CH2:9][NH:10][CH2:21][CH:19]([OH:20])[C:15]2[CH:16]=[CH:17][CH:18]=[CH:13][CH:14]=2)=[CH:4][CH:3]=1. Reported procedure: The title compound was prepared in the manner described in Example 9, replacing 2-(4-methylphenyl)-1,1-dimethylethanamine by 2-(4-methylphenyl)ethanamine and 3-trifluoromethylphenylglyoxal by phenylglyoxal. The chromatographed material was recrystallised from hexane to give the title compound, mp 95°-97°. Reactants: CCCC(Br)c1ccc(Cl)cc1Cl, CN(C)C=O, [I-], [K+], [K], On1cncn1. The product is CCCC(On1cncn1)c1ccc(Cl)cc1Cl. RXN SMILES: [Br:8][CH:9]([CH2:10][CH2:11][CH3:12])[c:13]1[c:14]([Cl:20])[cH:15][c:16]([Cl:19])[cH:17][cH:18]1.[CH3:23][N:24]([CH3:25])[CH:26]=[O:27].[I-:22].[K+:21].[K:1].[OH:2][n:3]1[n:4][cH:5][n:6][cH:7]1>>[O:2]([n:3]1[n:4][cH:5][n:6][cH:7]1)[CH:9]([CH2:10][CH2:11][CH3:12])[c:13]1[c:14]([Cl:20])[cH:15][c:16]([Cl:19])[cH:17][cH:18]1. The reactants are Cc1ccccc1, OCC(Cl)(Cl)Cl, CCCc1c(O)cc(O)c(C)c1C(=O)O, O=S(=O)(O)O. Yields the product CCCc1c(O)cc(O)c(C)c1C(=O)OCC(Cl)(Cl)Cl. RXN SMILES: [CH3:27][c:28]1[cH:29][cH:30][cH:31][cH:32][cH:33]1.[OH:16][CH2:17][C:18]([Cl:19])([Cl:20])[Cl:21].[OH:1][c:2]1[c:3]([CH3:15])[c:4]([C:5](=[O:6])[OH:7])[c:8]([CH2:12][CH2:13][CH3:14])[c:9]([OH:11])[cH:10]1.[S:22](=[O:23])(=[O:24])([OH:25])[OH:26]>>[OH:1][c:2]1[c:3]([CH3:15])[c:4]([C:5](=[O:6])[O:7][CH2:17][C:18]([Cl:19])([Cl:20])[Cl:21])[c:8]([CH2:12][CH2:13][CH3:14])[c:9]([OH:11])[cH:10]1. The reactants are CCCCCCCC1=CC(=CC(=C1)OC(=O)C2=C(C=C(C=C2CCCCCCC)O)O[C@H]3[C@@H]([C@H](C(O3)[C@@H](CO)O)O)O)O (KS-501), ent-KS-502, ent-KS-501, CCCCCCCC1=CC(=CC(=C1C(=O)OC2=CC(=C(C(=C2)CCCCCCC)C(=O)O)O)O[C@H]3[C@@H]([C@H](C(O3)[C@@H](CO)O)O)O)O (KS-502). The product is OC1=C(C(=O)OCC2=CC=CC=C2)C(=CC(=C1)O)CCCCCCC (Benzyl 2,4-dihydroxy-6-(1-heptyl)-benzoate). As a reaction SMILES: CCCCC[CH2:6][CH2:7][C:8]1C=[C:12]([O:14][C:15]([C:17]2[C:22]([CH2:23][CH2:24][CH2:25][CH2:26][CH2:27][CH2:28][CH3:29])=[CH:21][C:20]([OH:30])=[CH:19][C:18]=2[O:31][C@@H]2OC([C@H](O)CO)[C@H](O)[C@H]2O)=[O:16])[CH:11]=[C:10](O)[CH:9]=1.CCCCCCCC1C(C(OC2C=C(CCCCCCC)C(C(O)=O)=C(O)C=2)=O)=C(O[C@@H]2OC([C@H](O)CO)[C@H](O)[C@H]2O)C=C(O)C=1>>[OH:31][C:18]1[CH:19]=[C:20]([OH:30])[CH:21]=[C:22]([CH2:23][CH2:24][CH2:25][CH2:26][CH2:27][CH2:28][CH3:29])[C:17]=1[C:15]([O:14][CH2:12][C:11]1[CH:6]=[CH:7][CH:8]=[CH:9][CH:10]=1)=[O:16]. Procedure: Assembly of Synthesized Intermediates into KS-501, ent-KS-501, KS-502 and ent-KS-502. Starting materials: ClCCl, CC(Cl)Cl, O=C(Cl)Cc1ccc([N+](=O)[O-])cc1, C1COCCO1, O=S(=O)=O. The product is O=C(Cl)C(c1ccc([N+](=O)[O-])cc1)S(=O)(=O)O. Reaction SMILES: [Cl:24][CH2:25][Cl:26].[Cl:27][CH:28]([Cl:29])[CH3:30].[N+:1](=[O:2])([O-:3])[c:4]1[cH:5][cH:6][c:7]([CH2:10][C:11](=[O:12])[Cl:13])[cH:8][cH:9]1.[O:14]1[CH2:15][CH2:16][O:17][CH2:18][CH2:19]1.[S:20](=[O:21])(=[O:22])=[O:23]>>[N+:1](=[O:2])([O-:3])[c:4]1[cH:5][cH:6][c:7]([CH:10]([C:11](=[O:12])[Cl:13])[S:20](=[O:21])(=[O:22])[OH:23])[cH:8][cH:9]1. Product: OC1(CN(CC1)C(=O)OC(C)(C)C)C1=CSC=C1 (tert-butyl 3-hydroxy-3-(thiophen-3-yl)pyrrolidine-1-carboxylate). Reaction SMILES: Br[C:2]1[CH:6]=[CH:5][S:4][CH:3]=1.[O:7]=[C:8]1[CH2:12][CH2:11][N:10]([C:13]([O:15][C:16]([CH3:19])([CH3:18])[CH3:17])=[O:14])[CH2:9]1>CCOCC>[OH:7][C:8]1([C:2]2[CH:6]=[CH:5][S:4][CH:3]=2)[CH2:12][CH2:11][N:10]([C:13]([O:15][C:16]([CH3:19])([CH3:18])[CH3:17])=[O:14])[CH2:9]1. Isolated yield 58.9%. The reactants are BrC1=CSC=C1 (3-bromothiophene), O=C1CN(CC1)C(=O)OC(C)(C)C (tert-butyl 3-oxopyrrolidine-1-carboxylate). Solvent: CCOCC (ether), CCOCC (ether). Procedure details: To a solution of 3-bromothiophene (10 g, 61.8 mmol) in dry ether (200 mL) at −65° C. under N2 was added n-BiLi dropwise. After stirring at −65° C. for 1 h, tert-butyl 3-oxopyrrolidine-1-carboxylate (13.7 g, 74.2 mmol) in dry ether (80 mL) was added dropwise. After addition, the reaction mixture was warmed to 0° C. and stirred for 3 h. The reacton was quenched with water and extracted with ether. The combined organic layer was washed with brine, and dried over anhydrous Na2SO4. After filtration a... Conditions: temperature -65 celsius, time 1 hour.